From a dataset of the Open Reaction Database (ORD), a public repository of structured organic reaction records. describe an organic reaction: reactants, conditions, products, and yield Starting materials: Cn1cc(OC(=O)c2ccccc2)c(=O)c2ccc(F)cc21, C1CCNCC1, ClCCl. Yields the product Cn1cc(O)c(=O)c2ccc(F)cc21. As a reaction SMILES: [C:1](=[O:2])([c:3]1[cH:4][cH:5][cH:6][cH:7][cH:8]1)[O:9][c:10]1[cH:11][n:12]([CH3:22])[c:13]2[cH:14][c:15]([F:21])[cH:16][cH:17][c:18]2[c:19]1=[O:20].[CH2:23]1[CH2:24][CH2:25][NH:26][CH2:27][CH2:28]1.[Cl:29][CH2:30][Cl:31]>>[OH:9][c:10]1[cH:11][n:12]([CH3:22])[c:13]2[cH:14][c:15]([F:21])[cH:16][cH:17][c:18]2[c:19]1=[O:20]. Starting materials: CC1([C@@H](N2[C@H](S1)[C@@H](C2=O)NC(=O)CC3=CC=CC=C3)C(=O)[O-])C.[K+] (potassium benzylpenicillin), α-chlorodiethylcarbonate, C([O-])(O)=O.[Na+] (sodium bicarbonate). The solvent is O1CCOCC1 (dioxane). Product: 1-ethoxycarbonyloxyethyl ester, CC1([C@@H](N2[C@H](S1)[C@@H](C2=O)NC(=O)CC=3C=CC=CC3)C(=O)O)C (benzylpenicillin). As a reaction SMILES: [CH3:1][C:2]1([CH3:23])[S:6][C@@H:5]2[C@H:7]([NH:10][C:11]([CH2:13][C:14]3[CH:19]=[CH:18][CH:17]=[CH:16][CH:15]=3)=[O:12])[C:8](=[O:9])[N:4]2[C@H:3]1[C:20]([O-:22])=[O:21].[K+].C(=O)(O)[O-].[Na+]>O1CCOCC1>[CH3:1][C:2]1([CH3:23])[S:6][C@@H:5]2[C@H:7]([NH:10][C:11]([CH2:13][C:14]3[CH:19]=[CH:18][CH:17]=[CH:16][CH:15]=3)=[O:12])[C:8](=[O:9])[N:4]2[C@H:3]1[C:20]([OH:22])=[O:21] |f:0.1,2.3|. Procedure details: Reaction of potassium benzylpenicillin with α-chlorodiethylcarbonate in an aqueous solution of 70% dioxane in the presence of sodium bicarbonate. The 1-ethoxycarbonyloxyethyl ester of benzylpenicillin which is obtained is subjected to the reaction of removing the phenylacetic chain, via the iminochloride-iminoether, in order to obtain the 1-ethoxycarbonyloxyethyl ester of the 6-aminopenicillanic acid, which is isolated as the hydrochloride. The reactants are CC(=O)O[BH-](OC(C)=O)OC(C)=O, [BH3-]C#N, NC1CCN(Cc2ccccc2)C1, C=O, CC(=O)O, CCO, ClCCl, [Na+], [Na+], O=C1CCOCC1. Yields the product CN(C1CCOCC1)C1CCN(Cc2ccccc2)C1. Reaction SMILES: [C:25]([O:26][BH-:27]([O:28][C:29](=[O:30])[CH3:31])[O:32][C:33](=[O:34])[CH3:35])(=[O:36])[CH3:37].[C:41]([BH3-:42])#[N:43].[CH2:1]([c:2]1[cH:3][cH:4][cH:5][cH:6][cH:7]1)[N:8]1[CH2:9][CH:10]([NH2:13])[CH2:11][CH2:12]1.[CH2:39]=[O:40].[CH3:21][C:22](=[O:23])[OH:24].[CH3:48][CH2:49][OH:50].[Cl:45][CH2:46][Cl:47].[Na+:38].[Na+:44].[O:14]1[CH2:15][CH2:16][C:17](=[O:20])[CH2:18][CH2:19]1>>[CH2:1]([c:2]1[cH:3][cH:4][cH:5][cH:6][cH:7]1)[N:8]1[CH2:9][CH:10]([N:13]([CH:17]2[CH2:16][CH2:15][O:14][CH2:19][CH2:18]2)[CH3:21])[CH2:11][CH2:12]1. Reactants: O=C(O)C1CC1C(=O)c1ccc(Br)cc1, COC(C)(C)OC, CO, Cl. Yields the product COC(=O)C1CC1C(=O)c1ccc(Br)cc1. Reaction SMILES: [Br:1][c:2]1[cH:3][cH:4][c:5]([C:6](=[O:7])[CH:8]2[CH:9]([C:11](=[O:12])[OH:13])[CH2:10]2)[cH:14][cH:15]1.[CH3:16][O:17][C:18]([O:19][CH3:20])([CH3:21])[CH3:22].[CH3:24][OH:25].[ClH:23]>>[Br:1][c:2]1[cH:3][cH:4][c:5]([C:6](=[O:7])[CH:8]2[CH:9]([C:11](=[O:12])[O:13][CH3:16])[CH2:10]2)[cH:14][cH:15]1. Starting materials: C(C1=CC=CC=C1)ON[C@H](CN1C(NC(C1=O)(C)C)=O)COC1=CC=C(C=C1)Br (3-((2R)-2-((benzyloxy)amino)-3-(4-bromophenoxy)propyl)-5,5-dimethyl-2,4-imidazolidinedione), C(C)(=O)OC(C)=O (acetic anhydride). The solvent is C(=O)O (formic acid), C(=O)O (formic acid). Run at temperature 60 celsius, time 10 minute. The product is C(C1=CC=CC=C1)ON(C=O)[C@@H](COC1=CC=C(C=C1)Br)CN1C(NC(C1=O)(C)C)=O (benzyloxy((1R)-2-(4-bromophenoxy)-1-((4,4-dimethyl-2,5-dioxo-1-imidazolidinyl)methyl)ethyl)formamide). As a reaction SMILES: [CH2:1]([O:8][NH:9][C@@H:10]([CH2:21][O:22][C:23]1[CH:28]=[CH:27][C:26]([Br:29])=[CH:25][CH:24]=1)[CH2:11][N:12]1[C:16](=[O:17])[C:15]([CH3:19])([CH3:18])[NH:14][C:13]1=[O:20])[C:2]1[CH:7]=[CH:6][CH:5]=[CH:4][CH:3]=1.[C:30](OC(=O)C)(=[O:32])C>C(O)=O>[CH2:1]([O:8][N:9]([C@H:10]([CH2:11][N:12]1[C:16](=[O:17])[C:15]([CH3:18])([CH3:19])[NH:14][C:13]1=[O:20])[CH2:21][O:22][C:23]1[CH:24]=[CH:25][C:26]([Br:29])=[CH:27][CH:28]=1)[CH:30]=[O:32])[C:2]1[CH:3]=[CH:4][CH:5]=[CH:6][CH:7]=1. Procedure: A solution of Example 3H (57.7 g) in formic acid (200 mL) was treated with a mixture of acetic anhydride (35 mL) in formic acid (35 mL) over 10 minutes, stirred for 10 minutes, and concentrated. The concentrate was dissolved in ethyl acetate (500 mL), washed sequentially with 1:1/water:brine, saturated NaHCO3, and brine, dried (Na2SO4), filtered, and concentrated. The concentrate was dissolved in warm (60° C.) toluene, cooled, and filtered. The solid was washed with 1:1/toluene:heptane then drie... Reactants: BrC=1C(=CC2=C(NC(O2)=O)C1)F (5-bromo-6-fluorobenzo[d]oxazol-2(3H)-one), CS(=O)C (DMSO), CI (MeI), C([O-])([O-])=O.[K+].[K+] (potassium carbonate). The solvent is O (water). Reaction conditions: time 8 hour. Product: BrC=1C(=CC2=C(N(C(O2)=O)C)C1)F (5-bromo-6-fluoro-3-methylbenzo[d]oxazol-2(3H)-one). RXN SMILES: [Br:1][C:2]1[C:3]([F:12])=[CH:4][C:5]2[O:9][C:8](=[O:10])[NH:7][C:6]=2[CH:11]=1.[CH3:13]S(C)=O.CI.C(=O)([O-])[O-].[K+].[K+]>O>[Br:1][C:2]1[C:3]([F:12])=[CH:4][C:5]2[O:9][C:8](=[O:10])[N:7]([CH3:13])[C:6]=2[CH:11]=1 |f:3.4.5|. Reported procedure: A flask was charged with 5-bromo-6-fluorobenzo[d]oxazol-2(3H)-one (3.6 g, 14.74 mmol) and DMSO (150 mL), and MeI (4.18 g, 29.5 mmol) and potassium carbonate (5.09 g, 36.9 mmol) were added. The mixture was stirred at room temperature overnight. The mixture was poured to water (1.2 L) and the precipitate was filtered, washed with water and dried under high vacuum at 60° C. for 1 h to give 5-bromo-6-fluoro-3-methylbenzo[d]oxazol-2(3H)-one. 1H NMR (400 MHz, DMSO-d6) δ ppm 3.32 (s, 3H) 7.62 (d, J=8.3... The reactants are BrC1=CC=C(C=C1)[C@@H](C#C)NS(=O)C(C)(C)C (N-[(1R)-1-(4-bromophenyl)prop-2-ynyl]-2-methylpropane-2-sulfinamide), N(=[N+]=[N-])C[Si](C)(C)C ((azidomethyl)(trimethyl)silane), O=C1C(O)=C(O)[C@H](O1)[C@@H](O)CO (ascorbic acid), solution. Reagents/catalysts: O.O.O.O.O.S(=O)(=O)([O-])[O-].[Cu+2] (copper (II) sulfate pentahydrate). The solvent is O (water), C(C)(C)(C)O (t-butanol). Run at time 24 hour. Product: BrC1=CC=C(C=C1)[C@H](NS(=O)C(C)(C)C)C=1N=NN(C1)C[Si](C)(C)C (N-((S)-(4-bromophenyl){1-[(trimethylsilyl)methyl]-1H-1,2,3-triazol-4-yl}methyl)-2-methylpropane-2-sulfinamide). As a reaction SMILES: [Br:1][C:2]1[CH:7]=[CH:6][C:5]([C@H:8]([NH:11][S:12]([C:14]([CH3:17])([CH3:16])[CH3:15])=[O:13])[C:9]#[CH:10])=[CH:4][CH:3]=1.[N:18]([CH2:21][Si:22]([CH3:25])([CH3:24])[CH3:23])=[N+:19]=[N-:20].O=C1O[C@H]([C@H](CO)O)C(O)=C1O>O.C(O)(C)(C)C.O.O.O.O.O.S([O-])([O-])(=O)=O.[Cu+2]>[Br:1][C:2]1[CH:3]=[CH:4][C:5]([C@@H:8]([C:9]2[N:20]=[N:19][N:18]([CH2:21][Si:22]([CH3:25])([CH3:24])[CH3:23])[CH:10]=2)[NH:11][S:12]([C:14]([CH3:17])([CH3:16])[CH3:15])=[O:13])=[CH:6][CH:7]=1 |f:5.6.7.8.9.10.11|. Procedure details: To a solution of 1.5 g (4.8 mmol) N-[(1R)-1-(4-bromophenyl)prop-2-ynyl]-2-methylpropane-2-sulfinamide in 10 mL water and 10 mL t-butanol was added 0.62 g (azidomethyl)(trimethyl)silane, 0.48 mL (0.48 mmol) 1.0M aqueous ascorbic acid solution, and 0.05 mL (0.05 mmol) 1.0M solution of aqueous copper (II) sulfate pentahydrate. After 24 h at room temperature, the reaction mixture was quenched with water, extracted three times with ethyl acetate, and washed with brine. The organic layer was dried ove... Starting materials: C(C)(C)(C)OC(=O)N1CCC(CC1)N(C(C1=CC=C(C=C1)C=1NC(C2=CC=CC(=C2C1)C)=O)=O)C (4-{methyl-[4-(5-methyl-1-oxo-1,2-dihydro-isoquinolin-3-yl)-benzoyl]-amino}-piperidine-1-carboxylic acid tert-butyl ester), C(Cl)Cl.C(=O)(C(F)(F)F)O (CH2Cl2 TFA). Run at time 1 hour. The product is CN(C(C1=CC=C(C=C1)C=1NC(C2=CC=CC(=C2C1)C)=O)=O)C1CCNCC1 (N-methyl-4-(5-methyl-1-oxo-1,2-dihydro-isoquinolin-3-yl)-N-piperidin-4-yl-benzamide). Yield: 14.5%. As a reaction SMILES: C(OC([N:8]1[CH2:13][CH2:12][CH:11]([N:14]([CH3:35])[C:15](=[O:34])[C:16]2[CH:21]=[CH:20][C:19]([C:22]3[NH:23][C:24](=[O:33])[C:25]4[C:30]([CH:31]=3)=[C:29]([CH3:32])[CH:28]=[CH:27][CH:26]=4)=[CH:18][CH:17]=2)[CH2:10][CH2:9]1)=O)(C)(C)C.C(Cl)Cl.C(O)(C(F)(F)F)=O>>[CH3:35][N:14]([CH:11]1[CH2:12][CH2:13][NH:8][CH2:9][CH2:10]1)[C:15](=[O:34])[C:16]1[CH:21]=[CH:20][C:19]([C:22]2[NH:23][C:24](=[O:33])[C:25]3[C:30]([CH:31]=2)=[C:29]([CH3:32])[CH:28]=[CH:27][CH:26]=3)=[CH:18][CH:17]=1 |f:1.2|. Procedure details: To 4-{methyl-[4-(5-methyl-1-oxo-1,2-dihydro-isoquinolin-3-yl)-benzoyl]-amino}-piperidine-1-carboxylic acid tert-butyl ester (21 mg, 0.044 mmol) was added 2:1 CH2Cl2/TFA (1 mL) and the reaction mixture stirred at RT for 1 h. The solvent was removed in vacuo, re-dissolved in MeOH and passed through an SCX-2 cartridge (1 g). The column was washed with MeOH (4× column volumes), the desired product eluted from the cartridge with 0.5M NH3/MeOH (4× column volumes) and concentrated in vacuo. The crude p...